From a dataset of the Open Reaction Database (ORD), a public repository of structured organic reaction records. describe an organic reaction: reactants, conditions, products, and yield Reactants: Cl (HCl), O1CCOCC1 (dioxane), CN1[C@@H](CCC1)COC1=CC(=C(C(=O)OC(C)(C)C)C=C1)N(C(C(F)(F)F)=O)C1CCOCC1 (Tert-butyl 4-{[(2S)-1-methylpyrrolidin-2-yl]methoxy}-2-[tetrahydro-2H-pyran-4-yl(trifluoroacetyl)amino]benzoate). Run in C(Cl)Cl (DCM). Conditions: time 5 day. The product is FC(C(=O)O)(F)F.CN1[C@@H](CCC1)COC1=CC(=C(C(=O)O)C=C1)N(C(C(F)(F)F)=O)C1CCOCC1 (4-{[(2S)-1-methylpyrrolidin-2-yl]methoxy}-2-[tetrahydro-2H-pyran-4-yl(trifluoroacetyl)amino]benzoic acid trifluoroacetate). As a reaction SMILES: [CH3:1][N:2]1[CH2:6][CH2:5][CH2:4][C@H:3]1[CH2:7][O:8][C:9]1[CH:21]=[CH:20][C:12]([C:13]([O:15]C(C)(C)C)=[O:14])=[C:11]([N:22]([CH:29]2[CH2:34][CH2:33][O:32][CH2:31][CH2:30]2)[C:23](=[O:28])[C:24]([F:27])([F:26])[F:25])[CH:10]=1.Cl.[O:36]1CCOCC1>C(Cl)Cl>[F:25][C:24]([F:27])([F:26])[C:23]([OH:28])=[O:36].[CH3:1][N:2]1[CH2:6][CH2:5][CH2:4][C@H:3]1[CH2:7][O:8][C:9]1[CH:21]=[CH:20][C:12]([C:13]([OH:15])=[O:14])=[C:11]([N:22]([CH:29]2[CH2:30][CH2:31][O:32][CH2:33][CH2:34]2)[C:23](=[O:28])[C:24]([F:25])([F:27])[F:26])[CH:10]=1 |f:4.5|. Reported procedure: Tert-butyl 4-{[(2S)-1-methylpyrrolidin-2-yl]methoxy}-2-[tetrahydro-2H-pyran-4-yl(trifluoroacetyl)amino]benzoate (480 mg, 1 mmol) was dissolved in 20 ml of DCM. Anhydrous HCl 4M in dioxane was added (2.5 ml, 10 mmol). The reaction was stirred at room temperature for 5 days after that the HPLC analysis showed the formation of the desired product but with almost 30% of the detrifluoroacetylated by-product. Solvents were removed under vacuum and the resulting yellow powder was suspended in 15 ml of ... The reactants are CN(C)C=O, COc1cc(CCl)cc(OC)c1OCc1nc(-c2ccccc2)oc1C, Cl, [H-], [Na+], O, COC(=O)CCC(=NO)c1ccccc1. Product: COC(=O)CCC(=NOCc1cc(OC)c(OCc2nc(-c3ccccc3)oc2C)c(OC)c1)c1ccccc1. Reaction SMILES: [CH3:45][N:46]([CH3:47])[CH:48]=[O:49].[Cl:1][CH2:2][c:3]1[cH:4][c:5]([O:25][CH3:26])[c:6]([O:7][CH2:8][c:9]2[n:10][c:11](-[c:15]3[cH:16][cH:17][cH:18][cH:19][cH:20]3)[o:12][c:13]2[CH3:14])[c:21]([O:23][CH3:24])[cH:22]1.[ClH:44].[H-:42].[Na+:43].[OH2:50].[OH:27][N:28]=[C:29]([CH2:30][CH2:31][C:32](=[O:33])[O:34][CH3:35])[c:36]1[cH:37][cH:38][cH:39][cH:40][cH:41]1>>[CH2:2]([c:3]1[cH:4][c:5]([O:25][CH3:26])[c:6]([O:7][CH2:8][c:9]2[n:10][c:11](-[c:15]3[cH:16][cH:17][cH:18][cH:19][cH:20]3)[o:12][c:13]2[CH3:14])[c:21]([O:23][CH3:24])[cH:22]1)[O:27][N:28]=[C:29]([CH2:30][CH2:31][C:32](=[O:33])[O:34][CH3:35])[c:36]1[cH:37][cH:38][cH:39][cH:40][cH:41]1.